describe an organic reaction: reactants, conditions, products, and yield From a dataset of the Open Reaction Database (ORD), a public repository of structured organic reaction records. Reactants: C(C)(C)(C)OC(N(C)CC1OC2=CC(=CC=C2C(C1)=O)S(=O)(=O)C1=CC=CC=C1)=O ((7-benzenesulfonyl-4-oxo-chroman-2-ylmethyl)-methyl-carbamic acid tert-butyl ester), C[Mg]Cl (MeMgCl). Solvent: C1CCOC1 (THF). Run at time 6 hour. Product: C(C)(C)(C)OC(N(C)CC1OC2=CC(=CC=C2C(C1)(C)O)S(=O)(=O)C1=CC=CC=C1)=O ((7-benzenesulfonyl-4-hydroxy-4-methyl-chroman-2-ylmethyl)-methyl-carbamic acid tert-butyl ester). Yield: 96.0%. RXN SMILES: [C:1]([O:5][C:6](=[O:30])[N:7]([CH2:9][CH:10]1[CH2:19][C:18](=[O:20])[C:17]2[C:12](=[CH:13][C:14]([S:21]([C:24]3[CH:29]=[CH:28][CH:27]=[CH:26][CH:25]=3)(=[O:23])=[O:22])=[CH:15][CH:16]=2)[O:11]1)[CH3:8])([CH3:4])([CH3:3])[CH3:2].[CH3:31][Mg]Cl>C1COCC1>[C:1]([O:5][C:6](=[O:30])[N:7]([CH2:9][CH:10]1[CH2:19][C:18]([OH:20])([CH3:31])[C:17]2[C:12](=[CH:13][C:14]([S:21]([C:24]3[CH:29]=[CH:28][CH:27]=[CH:26][CH:25]=3)(=[O:23])=[O:22])=[CH:15][CH:16]=2)[O:11]1)[CH3:8])([CH3:4])([CH3:2])[CH3:3]. Procedure: To a solution of (7-benzenesulfonyl-4-oxo-chroman-2-ylmethyl)-methyl-carbamic acid tert-butyl ester (216 mg, 0.5 mmol) in THF (25 mL) at 0° C. was added MeMgCl (3.0 M in THF, 0.208 mL). The mixture was allowed to warm at room temperature and was stirred for 6 hours. The reaction was quenched by addition of water and it was concentrated in vacuo. The aqueous residue was extracted with DCM and the organic extracts were dried over Na2SO4, filtered and concentrated in vacuo. The residue was purified...